This data is from the Open Reaction Database (ORD), a public repository of structured organic reaction records. The task is: describe an organic reaction: reactants, conditions, products, and yield Starting materials: Cl (hydrochloric acid), ice water, [OH-].[Na+] (sodium hydroxide), 10-L, C(C)OC(C(C(CC)O)(F)F)=O (2,2-difluoro-3-hydroxy-pentanoic acid ethyl ester), CO (methanol). The solvent is O (water). Reaction conditions: time 1 hour. Product: FC(C(=O)O)(C(CC)O)F (2,2-difluoro-3-hydroxy-pentanoic acid). Yield: 103.1%. Reaction SMILES: C([O:3][C:4](=[O:12])[C:5]([F:11])([F:10])[CH:6]([OH:9])[CH2:7][CH3:8])C.CO.[OH-].[Na+].Cl>O>[F:10][C:5]([F:11])([CH:6]([OH:9])[CH2:7][CH3:8])[C:4]([OH:12])=[O:3] |f:2.3|. Reported procedure: Into a 10-L glass flask with a dropping funnel, 784 g (purity: 98%, 4.30 mol) of 2,2-difluoro-3-hydroxy-pentanoic acid ethyl ester, 300 mL of methanol and 2400 mL of water were added. The glass flask was cooled with ice water, followed by dropping 515 g (6.18 mol/1.4 eq) of 48% aqueous sodium hydroxide solution into the glass flask over 2 hours. The resulting solution was heated to room temperature and stirred for 1 hour. The completion of the reaction was confirmed by gas chromatography. The so...